Dataset: the Open Reaction Database (ORD), a public repository of structured organic reaction records. Task: describe an organic reaction: reactants, conditions, products, and yield Reactants: [Si](C)(C)(C(C)(C)C)ONC(=O)C1=C(C=CC=C1)C1=CC=C(C=C1)CN1C(=C(C2=CC(=CC=C12)C(=O)N[C@@H](C)C1=CC(=CC=C1)C(C)C)C)C ((S)-1-((2′-(((tert-Butyldimethylsilyl)oxy)carbamoyl)-[1,1′-biphenyl]-4-yl)methyl)-N-(1-(3-isopropylphenyl)ethyl)-2,3-dimethyl-1H-indole-5-carboxamide). Solvent: C(Cl)Cl (DCM), C(=O)(C(F)(F)F)O (TFA). Product: ONC(=O)C1=C(C=CC=C1)C1=CC=C(C=C1)CN1C(=C(C2=CC(=CC=C12)C(=O)N[C@@H](C)C1=CC(=CC=C1)C(C)C)C)C ((S)-1-((2′-(Hydroxycarbamoyl)-[1,1′-biphenyl]-4-yl)methyl)-N-(1-(3-isopropylphenyl)ethyl)-2,3-dimethyl-1H-indole-5-carboxamide). As a reaction SMILES: [Si]([O:8][NH:9][C:10]([C:12]1[CH:17]=[CH:16][CH:15]=[CH:14][C:13]=1[C:18]1[CH:23]=[CH:22][C:21]([CH2:24][N:25]2[C:33]3[C:28](=[CH:29][C:30]([C:34]([NH:36][C@H:37]([C:39]4[CH:44]=[CH:43][CH:42]=[C:41]([CH:45]([CH3:47])[CH3:46])[CH:40]=4)[CH3:38])=[O:35])=[CH:31][CH:32]=3)[C:27]([CH3:48])=[C:26]2[CH3:49])=[CH:20][CH:19]=1)=[O:11])(C(C)(C)C)(C)C>C(Cl)Cl.C(O)(C(F)(F)F)=O>[OH:8][NH:9][C:10]([C:12]1[CH:17]=[CH:16][CH:15]=[CH:14][C:13]=1[C:18]1[CH:19]=[CH:20][C:21]([CH2:24][N:25]2[C:33]3[C:28](=[CH:29][C:30]([C:34]([NH:36][C@H:37]([C:39]4[CH:44]=[CH:43][CH:42]=[C:41]([CH:45]([CH3:46])[CH3:47])[CH:40]=4)[CH3:38])=[O:35])=[CH:31][CH:32]=3)[C:27]([CH3:48])=[C:26]2[CH3:49])=[CH:22][CH:23]=1)=[O:11]. Procedure details: The solution of (S)-1-((2′-(((tert-Butyldimethylsilyl)oxy)carbamoyl)-[1,1′-biphenyl]-4-yl)methyl)-N-(1-(3-isopropylphenyl)ethyl)-2,3-dimethyl-1H-indole-5-carboxamide in DCM (3 mL) and TFA (0.5 mL) was stirred for 1 h at rt. The solvent was removed and the residue was purified by reverse phase prep-HPLC (MeOH/Acetonitrile/water) to obtain the title compound. ESI-MS (m/z): 560 [M+H]+. Reactants: O=C1SC(C(N1)=O)CC1=CC=C(OCC2(OC3=CC=C(C=C3C=C2)C(=O)OCC)C)C=C1 (ethyl 2-[4-(2,4-dioxothiazolidin-5-ylmethyl)phenoxymethyl]-2-methyl-2H-chromene-6-carboxylate). Reagents/catalysts: [Pd] (palladium-on-carbon). Run in C(C)(=O)O (acetic acid). Product: O=C1SC(C(N1)=O)CC1=CC=C(OCC2(OC3=CC=C(C=C3CC2)C(=O)OCC)C)C=C1 (Ethyl 2-[4-(2,4-dioxothiazolidin-5-ylmethyl)phenoxymethyl]-2-methylchroman-6-carboxylate). Yield: 55.5%. RXN SMILES: [O:1]=[C:2]1[NH:6][C:5](=[O:7])[CH:4]([CH2:8][C:9]2[CH:32]=[CH:31][C:12]([O:13][CH2:14][C:15]3([CH3:30])[CH:24]=[CH:23][C:22]4[C:17](=[CH:18][CH:19]=[C:20]([C:25]([O:27][CH2:28][CH3:29])=[O:26])[CH:21]=4)[O:16]3)=[CH:11][CH:10]=2)[S:3]1>C(O)(=O)C.[Pd]>[O:1]=[C:2]1[NH:6][C:5](=[O:7])[CH:4]([CH2:8][C:9]2[CH:32]=[CH:31][C:12]([O:13][CH2:14][C:15]3([CH3:30])[CH2:24][CH2:23][C:22]4[C:17](=[CH:18][CH:19]=[C:20]([C:25]([O:27][CH2:28][CH3:29])=[O:26])[CH:21]=4)[O:16]3)=[CH:11][CH:10]=2)[S:3]1. Procedure: 2.1 g of ethyl 2-[4-(2,4-dioxothiazolidin-5-ylmethyl)phenoxymethyl]-2-methyl-2H-chromene-6-carboxylate (prepared as described in Example 16) were dissolved in 20 ml of acetic acid and hydrogenated for 20 hours under atmospheric pressure at 80° C. in the presence of 2 g of 10% w/w palladium-on-carbon. The catalyst was then removed by filtration, and the filtrate was freed from the solvent by evaporation under reduced pressure. The residue was purified by column chromatography through silica gel, ... Reactants: [Al+3], Brc1cccc2c1-c1ccccc1C2, [Cl-], [Cl-], [Cl-], c1ccccc1. Product: c1ccc2c(c1)Cc1ccccc1-2. As a reaction SMILES: [Al+3:2].[Br:5][c:6]1[cH:7][cH:8][cH:9][c:10]2[c:18]1-[c:17]1[c:12]([cH:13][cH:14][cH:15][cH:16]1)[CH2:11]2.[Cl-:1].[Cl-:3].[Cl-:4].[cH:19]1[cH:20][cH:21][cH:22][cH:23][cH:24]1>>[cH:6]1[cH:7][cH:8][cH:9][c:10]2[c:18]1-[c:17]1[c:12]([cH:13][cH:14][cH:15][cH:16]1)[CH2:11]2. Starting materials: C([O-])([O-])=O.[Cs+].[Cs+] (Cesium carbonate), ClC1=C(C(=O)O)C=C(C(=C1)F)F (2-Chloro-4,5-difluorobenzoic acid), IC (iodomethane). RXN SMILES: [Cl:1][C:2]1[CH:10]=[C:9]([F:11])[C:8]([F:12])=[CH:7][C:3]=1[C:4]([OH:6])=[O:5].[C:13](=O)([O-])[O-].[Cs+].[Cs+].IC>CC(C)=O.C(OCC)C>[CH3:13][O:5][C:4](=[O:6])[C:3]1[CH:7]=[C:8]([F:12])[C:9]([F:11])=[CH:10][C:2]=1[Cl:1] |f:1.2.3|. Run in C(C)OCC (ethyl ether), CC(=O)C (acetone). Yields the product COC(C1=C(C=C(C(=C1)F)F)Cl)=O (2-Chloro-4,5-difluorobenzoic acid methyl ester). Procedure: 2-Chloro-4,5-difluorobenzoic acid (1.93 g, 10 mmol) was dissolved in 20 mL of acetone. Cesium carbonate (5.29 g, 15 mmol) was added followed by iodomethane (1.0 mL, 15 mmol). This reaction mixture was heated under reflux for 1 h and then cooled to room temperature. This suspension was then diluted with 40 mL of ethyl ether. The solid was removed by filtration and washed with ethyl ether. The filtrate was evaporated in vacuo to give the title compound in quantitative yield as a clear oil. Reactants: Nc1ncnc2c1nc(Br)n2Cc1ccc(F)cc1, CCO. Yields the product Nc1ncnc2c1nc(O)n2Cc1ccc(F)cc1. RXN SMILES: [Br:1][c:2]1[n:3]([CH2:12][c:13]2[cH:14][cH:15][c:16]([F:19])[cH:17][cH:18]2)[c:4]2[n:5][cH:6][n:7][c:8]([NH2:11])[c:9]2[n:10]1.[CH3:20][CH2:21][OH:22]>>[c:2]1([OH:22])[n:3]([CH2:12][c:13]2[cH:14][cH:15][c:16]([F:19])[cH:17][cH:18]2)[c:4]2[n:5][cH:6][n:7][c:8]([NH2:11])[c:9]2[n:10]1. Reactants: NC1[C@@H]2N(C(=C(CS2)CSC2=NN=CN2)C(=O)O)C1=O (7-Amino-3-(4H-1,2,4-triazol-3-ylthiomethyl)-3-cephem-4-carboxylic acid), C[Si](C)(C)C(C(=O)N)[Si](C)(C)C (bis(trimethylsilyl)acetamide), ClC(C(=O)Cl)Cl (dichloroacetyl chloride). Run in C(Cl)Cl (methylene chloride), C(Cl)Cl (methylene chloride). Reaction conditions: time 30 minute. Yields the product ClC(C(=O)NC1[C@@H]2N(C(=C(CS2)CSC2=NN=CN2)C(=O)O)C1=O)Cl (7-dichloroacetamido-3-(4H-1,2,4-triazol-3-ylthiomethyl)-3-cephem-4-carboxylic acid). Yield: 69.6%. Reaction SMILES: [NH2:1][CH:2]1[C:19](=[O:20])[N:4]2[C:5]([C:16]([OH:18])=[O:17])=[C:6]([CH2:9][S:10][C:11]3[NH:15][CH:14]=[N:13][N:12]=3)[CH2:7][S:8][C@H:3]12.C[Si](C([Si](C)(C)C)C(N)=O)(C)C.[Cl:33][CH:34]([Cl:38])[C:35](Cl)=[O:36]>C(Cl)Cl>[Cl:33][CH:34]([Cl:38])[C:35]([NH:1][CH:2]1[C:19](=[O:20])[N:4]2[C:5]([C:16]([OH:18])=[O:17])=[C:6]([CH2:9][S:10][C:11]3[NH:15][CH:14]=[N:13][N:12]=3)[CH2:7][S:8][C@H:3]12)=[O:36]. Procedure details: 7-Amino-3-(4H-1,2,4-triazol-3-ylthiomethyl)-3-cephem-4-carboxylic acid (3.13 g) was suspended in dried methylene chloride (30 ml) and bis(trimethylsilyl)acetamide (6.10 g) was added to the suspension to give a solution. A solution of dichloroacetyl chloride (1.62 g) in dried methylene chloride (20 ml) was added slowly to the solution at -20° C. The mixture was stirred at the same temperature for 30 minutes and then allowed to stand at room temperature. Methylene chloride was distilled off from t... The reactants are Cl.NC1=CC(=C(OCC(=O)OCC)C=C1)NC(C1=CC=C(C=C1)OCCCCC1=CC=CC=C1)=O (ethyl 4-amino-2-[p-(4-phenylbutoxy)benzamido]phenoxyacetate hydrochloride), BrCC(=O)OCC (ethyl bromoacetate), C([O-])([O-])=O.[K+].[K+] (potassium carbonate), CN(C=O)C (N,N-dimethylformamide). Run in C(C)(=O)OCC (ethyl acetate). Reaction conditions: time 8 hour. Product: C(C)OC(=O)CNC1=CC(=C(OCC(=O)OCC)C=C1)NC(C1=CC=C(C=C1)OCCCCC1=CC=CC=C1)=O (ethyl 4-(ethoxycarbonylmethylamino)-2-[p-(4-phenylbutoxy)benzamido]phenoxyacetate). Isolated yield 63.7%. As a reaction SMILES: Cl.[NH2:2][C:3]1[CH:15]=[CH:14][C:6]([O:7][CH2:8][C:9]([O:11][CH2:12][CH3:13])=[O:10])=[C:5]([NH:16][C:17](=[O:35])[C:18]2[CH:23]=[CH:22][C:21]([O:24][CH2:25][CH2:26][CH2:27][CH2:28][C:29]3[CH:34]=[CH:33][CH:32]=[CH:31][CH:30]=3)=[CH:20][CH:19]=2)[CH:4]=1.Br[CH2:37][C:38]([O:40][CH2:41][CH3:42])=[O:39].C(=O)([O-])[O-].[K+].[K+].CN(C)C=O>C(OCC)(=O)C>[CH2:41]([O:40][C:38]([CH2:37][NH:2][C:3]1[CH:15]=[CH:14][C:6]([O:7][CH2:8][C:9]([O:11][CH2:12][CH3:13])=[O:10])=[C:5]([NH:16][C:17](=[O:35])[C:18]2[CH:23]=[CH:22][C:21]([O:24][CH2:25][CH2:26][CH2:27][CH2:28][C:29]3[CH:30]=[CH:31][CH:32]=[CH:33][CH:34]=3)=[CH:20][CH:19]=2)[CH:4]=1)=[O:39])[CH3:42] |f:0.1,3.4.5|. Reported procedure: A mixture of 200 mg of ethyl 4-amino-2-[p-(4-phenylbutoxy)benzamido]phenoxyacetate hydrochloride, 70.4 mg of ethyl bromoacetate, 114 mg of anhydrous potassium carbonate and 5 ml of N,N-dimethylformamide was stirred at room temperature overnight. To the reaction mixture was added 30 ml of ethyl acetate. After washing with water, the system was dried over anhydrous magnesium sulfate and concentrated under reduced pressure. The residue was applied to silica gel column chromatography and eluted with...